From a dataset of the Open Reaction Database (ORD), a public repository of structured organic reaction records. describe an organic reaction: reactants, conditions, products, and yield The reactants are CSC=1N=CC2=C(N1)CCNC2 (2-(methylsulfanyl)-5,6,7,8-tetrahydropyrido[4,3-d]-pyrimidine), BrC=1C=C(C(=O)NC=2C=C(C=CC2)C)C=CN1 (2-bromo-N-m-tolyl-isonicotinamide). Yields the product CC=1C=C(C=CC1)NC(C1=CC(=NC=C1)N1CC2=C(N=C(N=C2)SC)CC1)=O (N-(3-methylphenyl)-2-[2-(methylthio)-7,8-dihydropyrido[4,3-d]pyrimidin-6(5H)-yl]isonicotinamide). As a reaction SMILES: [CH3:1][S:2][C:3]1[N:4]=[CH:5][C:6]2[CH2:12][NH:11][CH2:10][CH2:9][C:7]=2[N:8]=1.Br[C:14]1[CH:15]=[C:16]([CH:27]=[CH:28][N:29]=1)[C:17]([NH:19][C:20]1[CH:21]=[C:22]([CH3:26])[CH:23]=[CH:24][CH:25]=1)=[O:18]>>[CH3:26][C:22]1[CH:21]=[C:20]([NH:19][C:17](=[O:18])[C:16]2[CH:15]=[CH:14][N:29]=[C:28]([N:11]3[CH2:10][CH2:9][C:7]4[N:8]=[C:3]([S:2][CH3:1])[N:4]=[CH:5][C:6]=4[CH2:12]3)[CH:27]=2)[CH:25]=[CH:24][CH:23]=1. Reported procedure: In a manner similar to that described for Example 138, 2-(methylsulfanyl)-5,6,7,8-tetrahydropyrido[4,3-d]-pyrimidine and 2-bromo-N-m-tolyl-isonicotinamide were converted to the title compound.